The task is: describe an organic reaction: reactants, conditions, products, and yield. This data is from the Open Reaction Database (ORD), a public repository of structured organic reaction records. The reactants are [Br-], O=C(O)CCCCCCCC[P+](c1ccccc1)(c1ccccc1)c1ccccc1, Cc1cccc(C)c1C=O, Cl, [H-], [Na+], C1CCOC1, O. Yields the product Cc1cccc(C)c1C=CCCCCCCCC(=O)O. As a reaction SMILES: [Br-:3].[C:4](=[O:5])([OH:6])[CH2:7][CH2:8][CH2:9][CH2:10][CH2:11][CH2:12][CH2:13][CH2:14][P+:15]([c:16]1[cH:17][cH:18][cH:19][cH:20][cH:21]1)([c:22]1[cH:23][cH:24][cH:25][cH:26][cH:27]1)[c:28]1[cH:29][cH:30][cH:31][cH:32][cH:33]1.[CH3:34][c:35]1[c:36]([CH:37]=[O:38])[c:39]([CH3:43])[cH:40][cH:41][cH:42]1.[ClH:44].[H-:1].[Na+:2].[O:45]1[CH2:46][CH2:47][CH2:48][CH2:49]1.[OH2:50]>>[C:4](=[O:5])([OH:6])[CH2:7][CH2:8][CH2:9][CH2:10][CH2:11][CH2:12][CH2:13][CH:14]=[CH:37][c:36]1[c:35]([CH3:34])[cH:42][cH:41][cH:40][c:39]1[CH3:43]. Reactants: O=C(O)C12CC=CCC1CCc1ccccc12, CO. The product is O=C(O)C12CCCCC1CCc1ccccc12. RXN SMILES: [CH2:1]1[CH:2]=[CH:3][CH2:4][C:5]2([C:15](=[O:16])[OH:17])[c:6]3[cH:7][cH:8][cH:9][cH:10][c:11]3[CH2:12][CH2:13][CH:14]12.[CH3:18][OH:19]>>[CH2:1]1[CH2:2][CH2:3][CH2:4][C:5]2([C:15](=[O:16])[OH:17])[c:6]3[cH:7][cH:8][cH:9][cH:10][c:11]3[CH2:12][CH2:13][CH:14]12. Reported procedure: A suspension of 1H-Indole-2,5-dicarboxylic acid 2-ethyl ester (20.0 g, 85.75 mmole) in a saturated HCl/EtOH (200 ml) was stirred at 55 C. for 24 h and evaporated in vacuo to dryness. The residue was freeze-dried from dioxane to give 22.18 g (99%) of 1H-indole-2,5-dicarboxylic acid diethyl ester, 16 as white powder. MS: 262.12 (M+H). 1-NMR (DMSO-d6): 12.23 (s, 1H, H-1, indole); 8.34 (m, 1H, H-4, indole); 7.83 (m, 1H, H-6, indole); 7.49 (m, 1H, H-7, indole); 7.30 (s, 1H, H-3, indole); 4.31 (m, 4H,... As a reaction SMILES: [CH3:1][CH2:2][O:3][C:4]([C:6]1[NH:7][C:8]2[C:13]([CH:14]=1)=[CH:12][C:11]([C:15]([OH:17])=[O:16])=[CH:10][CH:9]=2)=[O:5].Cl.[CH3:19][CH2:20]O>>[CH2:2]([O:3][C:4]([C:6]1[NH:7][C:8]2[C:13]([CH:14]=1)=[CH:12][C:11]([C:15]([O:17][CH2:19][CH3:20])=[O:16])=[CH:10][CH:9]=2)=[O:5])[CH3:1] |f:1.2|. Reaction conditions: time 24 hour. The yield is 99.0%. Reactants: CCOC(=O)C=1NC2=CC=C(C=C2C1)C(=O)O (1H-Indole-2,5-dicarboxylic acid 2-ethyl ester), Cl.CCO (HCl EtOH). The product is C(C)OC(=O)C=1NC2=CC=C(C=C2C1)C(=O)OCC (1H-indole-2,5-dicarboxylic acid diethyl ester). Yields the product BrC1=CC(OC2=C(C=C(C=C12)CC=1C(=NC(=NC1)N)N)OC)(C)C (5-(4-Bromo-8-methoxy-2,2-dimethyl-2H-chromen-6-ylmethyl) -pyrimidine-2,4-diamine). As a reaction SMILES: [Br:1][C:2]1[C:11]2[C:6](=[C:7]([O:24][CH3:25])[CH:8]=[C:9]([CH2:12][C:13](=[CH:16]NC3C=CC=CC=3)[C:14]#[N:15])[CH:10]=2)[O:5][C:4]([CH3:27])([CH3:26])[CH:3]=1.Cl.[NH2:29][C:30]([NH2:32])=[NH:31].CC(C)([O-])C.[K+]>C(O)C>[Br:1][C:2]1[C:11]2[C:6](=[C:7]([O:24][CH3:25])[CH:8]=[C:9]([CH2:12][C:13]3[C:14]([NH2:15])=[N:31][C:30]([NH2:32])=[N:29][CH:16]=3)[CH:10]=2)[O:5][C:4]([CH3:27])([CH3:26])[CH:3]=1 |f:1.2,3.4|. Procedure details: The above prepared 418 mg of 2-(4-bromo-8-methoxy-2,2-dimethyl-2H-chromen-6-ylmethyl)-3-phenylamino-acrylonitrile were treated with 248 mg of guanidine hydrochloride (3.3 eq.), 291 mg of potassium-t-butoxide (3.3 eq.) and 16 ml of ethanol and heated under reflux under argon atmosphere for 14 hours. After cooling, the reaction mixture was poured onto crushed ice, extracted twice with AcOEt, washed with water and brine, dried over magnesium sulfate and evaporated to dryness. Flash chromatography (... Solvent: C(C)O (ethanol). Starting materials: Cl.NC(=N)N (guanidine hydrochloride), CC(C)([O-])C.[K+] (potassium-t-butoxide), BrC1=CC(OC2=C(C=C(C=C12)CC(C#N)=CNC1=CC=CC=C1)OC)(C)C (2-(4-bromo-8-methoxy-2,2-dimethyl-2H-chromen-6-ylmethyl)-3-phenylamino-acrylonitrile). The yield is 48.4%. Reactants: C=CCn1cnc2c1c(=O)[nH]c(=O)n2C, CC(C)(O)CCCCCl. Product: C=CCn1cnc2c1c(=O)n(CCCCC(C)(C)O)c(=O)n2C. As a reaction SMILES: [CH2:1]([CH:2]=[CH2:3])[n:4]1[cH:5][n:6][c:7]2[n:8]([CH3:15])[c:9](=[O:14])[nH:10][c:11](=[O:13])[c:12]12.[Cl:16][CH2:17][CH2:18][CH2:19][CH2:20][C:21]([CH3:22])([CH3:23])[OH:24]>>[CH2:1]([CH:2]=[CH2:3])[n:4]1[cH:5][n:6][c:7]2[n:8]([CH3:15])[c:9](=[O:14])[n:10]([CH2:17][CH2:18][CH2:19][CH2:20][C:21]([CH3:22])([CH3:23])[OH:24])[c:11](=[O:13])[c:12]12. The reactants are ClC(=O)O[C@@H]1COCC1 ((S)-tetrahydrofuran-3-yl chloroformate), ClC(=O)[O-] (chloroformate), C(=O)([O-])[O-].[Na+].[Na+] (Na2CO3), three, Cl.[N+](=O)([O-])C=1C=C(CN)C=CC1 (3-nitrobenzylamine hydrochloride). Solvent: C1(=CC=CC=C1)C (toluene), O (water), C1(=CC=CC=C1)C (toluene). Product: [N+](=O)([O-])C=1C=C(CNC(O[C@@H]2COCC2)=O)C=CC1 ((S)-tetrahydrofuran-3-yl 3-nitrobenzylcarbamate). The yield is 94.4%. RXN SMILES: C([O-])([O-])=O.[Na+].[Na+].Cl.[N+:8]([C:11]1[CH:12]=[C:13]([CH:16]=[CH:17][CH:18]=1)[CH2:14][NH2:15])([O-:10])=[O:9].Cl[C:20]([O:22][C@H:23]1[CH2:27][CH2:26][O:25][CH2:24]1)=[O:21].ClC([O-])=O>C1(C)C=CC=CC=1.O>[N+:8]([C:11]1[CH:12]=[C:13]([CH:16]=[CH:17][CH:18]=1)[CH2:14][NH:15][C:20](=[O:21])[O:22][C@H:23]1[CH2:27][CH2:26][O:25][CH2:24]1)([O-:10])=[O:9] |f:0.1.2,3.4|. Procedure: Added 13.84 g Na2CO3 to a 500 ml three neck round bottom flask equipped with a mechanical stirrer, addition funnel, and thermocouple. Then added 86 ml water and stirred until full dissolution at room temperature. 20 g 3-nitrobenzylamine HCl 2b was then added, followed by 154 ml toluene. The mixture was heated to 50° C. wherein a clear biphasic solution results. Added a 20% w/w solution of (S)-tetrahydrofuran-3-yl chloroformate, 2a (16 g) in toluene (80 ml) dropwise over 45 minutes wherein very l...